Dataset: the Open Reaction Database (ORD), a public repository of structured organic reaction records. Task: describe an organic reaction: reactants, conditions, products, and yield The reactants are ClC1=CC(=C(C=C1)N=C1SC=C(N1CCCNCCO)C1=CC=C(C=C1)F)OC (2-({3-[2-[(4-Chloro-2-methoxyphenyl)imino]-4-(4-fluorophenyl)-thiazol-3(2H)-yl]propyl}amino)ethanol), [OH-].[Na+] (sodium hydroxide), C(C)O (ethanol), C(CC(O)(C(=O)O)CC(=O)O)(=O)O (citric acid), O (water). Reaction conditions: time 4 hour. Yields the product C(C)(C)(C)OC(=O)N(CC(=O)O)CCCN1C(SC=C1C1=CC=C(C=C1)F)=NC1=C(C=C(C=C1)Cl)OC (N-(tert-Butoxycarbonyl)-N-{3-[2-[(4-chloro-2-methoxyphenyl)imino]-4-(4-fluorophenyl)thiazol-3(2H)-yl]propyl}glycine). Reaction SMILES: [Cl:1][C:2]1[CH:7]=[CH:6][C:5]([N:8]=[C:9]2[N:13]([CH2:14][CH2:15][CH2:16][NH:17][CH2:18][CH2:19][OH:20])[C:12]([C:21]3[CH:26]=[CH:25][C:24]([F:27])=[CH:23][CH:22]=3)=[CH:11][S:10]2)=[C:4]([O:28][CH3:29])[CH:3]=1.[OH-:30].[Na+].O.C(O)(=O)[CH2:34][C:35]([CH2:40]C(O)=O)([C:37](O)=O)[OH:36].[CH2:46]([OH:48])C>>[C:35]([O:36][C:46]([N:17]([CH2:16][CH2:15][CH2:14][N:13]1[C:12]([C:21]2[CH:22]=[CH:23][C:24]([F:27])=[CH:25][CH:26]=2)=[CH:11][S:10][C:9]1=[N:8][C:5]1[CH:6]=[CH:7][C:2]([Cl:1])=[CH:3][C:4]=1[O:28][CH3:29])[CH2:18][C:19]([OH:30])=[O:20])=[O:48])([CH3:34])([CH3:37])[CH3:40] |f:1.2|. Procedure details: To a solution of the compound (3 g) obtained in Example 321 (1) in ethanol (5 ml) was added dropwise a 4N aqueous sodium hydroxide solution (5 ml), and the mixture was stirred at room temperature for 4 hours. To the reaction mixture was added water, and the mixture was acidified with a 10% aqueous citric acid solution, and extracted with ethyl acetate. The organic layer was washed with a saturated brine, dried over sodium sulfate, and the solvent was evaporated under reduced pressure to give the... Reaction conditions: time 5 hour. The solvent is O (water), CO.C1CCOC1 (MeOH THF), O (water). As a reaction SMILES: Cl.C[O:3][C:4]([C:6]1[C:7]2[CH2:8][NH:9][CH2:10][C:11]=2[CH:12]=[CH:13][CH:14]=1)=[O:5].[OH-].[Li+].Cl>CO.C1COCC1.O>[CH2:10]1[C:11]2[CH:12]=[CH:13][CH:14]=[C:6]([C:4]([OH:5])=[O:3])[C:7]=2[CH2:8][NH:9]1 |f:0.1,2.3,5.6|. The reactants are Cl (HCl), [OH-].[Li+] (lithium hydroxide), Cl.COC(=O)C=1C=2CNCC2C=CC1 (2,3-dihydro-1H-isoindole-4-carboxylic acid methyl ester hydrochloride salt). Yields the product C1NCC=2C(=CC=CC12)C(=O)O (2,3-Dihydro-1H-isoindole-4-carboxylic acid). Reported procedure: To a suspension of the 2,3-dihydro-1H-isoindole-4-carboxylic acid methyl ester hydrochloride salt (0.18 g, 0.83 mmol) in 25% MeOH/THF (4 ml) was added dropwise lithium hydroxide (0.08 g, 3.32 mmol) in water (1 ml), followed by addition of water (2 ml) and the clear solution stirred at room temperature under nitrogen for 5 h. The solution was acidified with aq. HCl. and purified by ion-exchange (DOWEX™ 50WX2-100) resin eluting with a solvent gradient of ammonia:water (5:95) to give the title comp... Isolated yield 4.4%. The reactants are CSC1=CC=C(C(=O)O)C=C1 (p-(methylthio)benzoic acid), acid chloride, S(=O)(Cl)Cl (thionyl chloride), C1(=CC=CC=C1)NN (phenylhydrazine). Run in N1=CC=CC=C1 (pyridine). Run at temperature 31 celsius, time 3 day. The product is C1(=CC=CC=C1)NNC(C1=CC=C(C=C1)SC)=O (p-(methylthio)benzoic acid 2-phenylhydrazide). Isolated yield 69.0%. RXN SMILES: [CH3:1][S:2][C:3]1[CH:11]=[CH:10][C:6]([C:7]([OH:9])=O)=[CH:5][CH:4]=1.S(Cl)(Cl)=O.[C:16]1([NH:22][NH2:23])[CH:21]=[CH:20][CH:19]=[CH:18][CH:17]=1>N1C=CC=CC=1>[C:16]1([NH:22][NH:23][C:7](=[O:9])[C:6]2[CH:5]=[CH:4][C:3]([S:2][CH3:1])=[CH:11][CH:10]=2)[CH:21]=[CH:20][CH:19]=[CH:18][CH:17]=1. Reported procedure: A mixture consisting of 21.88 g. (0.130 mole) p-(methylthio)benzoic acid and 25 ml. thionyl chloride was heated at the reflux temperature until evolution of gas ceased and a clear solution was obtained. After removing the excess thionyl chloride on a rotary evaporator and then under substantially complete vacuum, the solid residue that remained was dissolved in 35 ml. dioxane. The dioxane solution was mixed with a solution consisting of 14.06 g. (0.130 mole) phenylhydrazine in 100 ml. pyridine i... Starting materials: O1C(=CC=C1)C1=CC=C(C=C1)N1CCN(CC1)S(=O)(=O)CC(C(=O)NO)C(C)C (2-[4-(4-furan-2-yl-phenyl)piperazine-1-sulfonylmethyl]-N-hydroxy-3-methylbutyramide), BrC1=CC=C(C=C1)N1CCN(CC1)S(=O)(=O)CC1(CCOCC1)C(=O)O (4-[4-(4-bromophenyl)piperazine-1-sulfonylmethyl]tetrahydropyran-4-carboxylic acid). Yields the product ONC(=O)C1(CCOCC1)CS(=O)(=O)N1CCN(CC1)C1=CC=C(C=C1)Br (4-[4-(4-Bromophenyl)piperazine-1-sulfonylmethyl]-tetrahydropyran-4-carboxylic acid hydroxyamide). Yield: 87.0%. Reaction SMILES: O1C=CC=C1C1C=CC(N2CCN(S(CC(C(C)C)C([NH:25][OH:26])=O)(=O)=O)CC2)=CC=1.[Br:30][C:31]1[CH:36]=[CH:35][C:34]([N:37]2[CH2:42][CH2:41][N:40]([S:43]([CH2:46][C:47]3([C:53](O)=[O:54])[CH2:52][CH2:51][O:50][CH2:49][CH2:48]3)(=[O:45])=[O:44])[CH2:39][CH2:38]2)=[CH:33][CH:32]=1>>[OH:26][NH:25][C:53]([C:47]1([CH2:46][S:43]([N:40]2[CH2:39][CH2:38][N:37]([C:34]3[CH:35]=[CH:36][C:31]([Br:30])=[CH:32][CH:33]=3)[CH2:42][CH2:41]2)(=[O:44])=[O:45])[CH2:48][CH2:49][O:50][CH2:51][CH2:52]1)=[O:54]. Reported procedure: Prepared according to the method for the preparation of 2-[4-(4-furan-2-yl-phenyl)piperazine-1-sulfonylmethyl]-N-hydroxy-3-methylbutyramide, from 4-[4-(4-bromophenyl)piperazine-1-sulfonylmethyl]tetrahydropyran-4-carboxylic acid (4.54 g), to yield the title compound as a white solid (4.07 g, 87%). Conditions: time 1 hour. Reaction SMILES: [Br:1][C:2]1[CH:3]=[C:4]([CH:7]=[CH:8][CH:9]=1)[CH:5]=[O:6].CCO.[BH4-].[Na+]>C1COCC1>[Br:1][C:2]1[CH:3]=[C:4]([CH2:5][OH:6])[CH:7]=[CH:8][CH:9]=1 |f:2.3|. The product is BrC=1C=C(C=CC1)CO (3-bromobenzenemethanol). Starting materials: NH4OAc, BrC=1C=C(C=O)C=CC1 (3-Bromobenzaldehyde), [BH4-].[Na+] (NaBH4), CCO (EtOH). Run in C1CCOC1 (THF). Reported procedure: 3-Bromobenzaldehyde (157 mmol) was dissolved in 300 mL of THF. At 0° C., 800 mL of EtOH was added, followed by NaBH4 (5.93 g, 157 mmol). The mixture was then stirred at r.t. (room temperature) for 1 hour and poured into cold 25% aq. (aqueous) NH4OAc. The organic solvents were evaporated and the residue was extracted with toluene:THF 1:1, dried over Na2SO4 and filtered through silica to yield the title compound.